This data is from the Open Reaction Database (ORD), a public repository of structured organic reaction records. The task is: describe an organic reaction: reactants, conditions, products, and yield Reactants: C1CCOC1, Cc1ncc(C)n2nc(C[P+](c3ccccc3)(c3ccccc3)c3ccccc3)nc12, [Cl-], C1CCC2=NCCCN2CC1, O=Cc1c[nH]c(-c2ccccc2)n1. The product is Cc1ncc(C)n2nc(CCc3c[nH]c(-c4ccccc4)n3)nc12. RXN SMILES: [CH2:57]1[O:58][CH2:59][CH2:60][CH2:61]1.[CH3:12][c:13]1[cH:14][n:15][c:16]([CH3:42])[c:17]2[n:18]1[n:19][c:20]([CH2:22][P+:23]([c:24]1[cH:25][cH:26][cH:27][cH:28][cH:29]1)([c:30]1[cH:31][cH:32][cH:33][cH:34][cH:35]1)[c:36]1[cH:37][cH:38][cH:39][cH:40][cH:41]1)[n:21]2.[Cl-:43].[N:1]12[CH2:2][CH2:3][CH2:4][N:5]=[C:6]1[CH2:7][CH2:8][CH2:9][CH2:10][CH2:11]2.[c:44]1(-[c:50]2[nH:51][cH:52][c:53]([CH:55]=[O:56])[n:54]2)[cH:45][cH:46][cH:47][cH:48][cH:49]1>>[CH3:12][c:13]1[cH:14][n:15][c:16]([CH3:42])[c:17]2[n:18]1[n:19][c:20]([CH2:22][CH2:55][c:53]1[cH:52][nH:51][c:50](-[c:44]3[cH:45][cH:46][cH:47][cH:48][cH:49]3)[n:54]1)[n:21]2.